This data is from the Open Reaction Database (ORD), a public repository of structured organic reaction records. The task is: describe an organic reaction: reactants, conditions, products, and yield Reactants: BrC1=CC(=C(C(=C1)F)F)F (1-bromo-3,4,5-trifluorobenzene), [PH2]([O-])=O.[K+] (potassium phosphinate), FC(S(=O)(=O)OC1=CC(=C(C=C1)CCNS(=O)(=O)C1=C(C=CC(=C1)C#N)OC)OCOC)(F)F (4-[2-(5-cyano-2-methoxybenzenesulfonylamino)ethyl]-3-methoxymethoxyphenyl trifluoromethanesulfonate), B1(OC(C(O1)(C)C)(C)C)B2OC(C(O2)(C)C)(C)C (bis(pinacolato)diboron), C(C)(=O)[O-].[K+] (potassium acetate). Run in O (water), C(C)(=O)OCC (ethyl acetate), O1CCOCC1 (1,4-dioxane), O1CCOCC1 (1,4-dioxane). Run at temperature 80 celsius, time 15 hour. Product: C(#N)C=1C=CC(=C(C1)S(=O)(=O)NCCC1=C(C=C(C=C1)C1=CC(=C(C(=C1)F)F)F)OCOC)OC (5-cyano-2-methoxy-N-[2-(3′,4′,5′-trifluoro-3-methoxymethoxybiphenyl-4-yl)ethyl]benzenesulfonamide). Isolated yield 104.6%. Reaction SMILES: FC(F)(F)S(O[C:7]1[CH:12]=[CH:11][C:10]([CH2:13][CH2:14][NH:15][S:16]([C:19]2[CH:24]=[C:23]([C:25]#[N:26])[CH:22]=[CH:21][C:20]=2[O:27][CH3:28])(=[O:18])=[O:17])=[C:9]([O:29][CH2:30][O:31][CH3:32])[CH:8]=1)(=O)=O.B1(B2OC(C)(C)C(C)(C)O2)OC(C)(C)C(C)(C)O1.C([O-])(=O)C.[K+].Br[C:59]1[CH:64]=[C:63]([F:65])[C:62]([F:66])=[C:61]([F:67])[CH:60]=1.[PH2](=O)[O-].[K+]>O.C(OCC)(=O)C.O1CCOCC1>[C:25]([C:23]1[CH:22]=[CH:21][C:20]([O:27][CH3:28])=[C:19]([S:16]([NH:15][CH2:14][CH2:13][C:10]2[CH:11]=[CH:12][C:7]([C:59]3[CH:64]=[C:63]([F:65])[C:62]([F:66])=[C:61]([F:67])[CH:60]=3)=[CH:8][C:9]=2[O:29][CH2:30][O:31][CH3:32])(=[O:18])=[O:17])[CH:24]=1)#[N:26] |f:2.3,5.6|. Reported procedure: A mixture of 10.0 g of 4-[2-(5-cyano-2-methoxybenzenesulfonylamino)ethyl]-3-methoxymethoxyphenyl trifluoromethanesulfonate, 5.33 g of bis(pinacolato)diboron, 467 mg of 1,1′-bis(diphenylphosphino)ferrocenepalladium(II) dichloride dichloromethane complex, 317 mg of 1,1′-bis(diphenylphosphino)ferrocenepalladium(II), 5.61 g of potassium acetate, and 113 mL of 1,4-dioxane was stirred under an argon atmosphere at 80° C. for 15 hours. To the reaction mixture were added 4.02 g of 1-bromo-3,4,5-trifluoro... The reactants are CCOC(C)=O, CCO, Cc1cnc2ccc(Cl)c([N+](=O)[O-])c2n1, O, O, O, Cl[Sn]Cl. Yields the product Cc1cnc2ccc(Cl)c(N)c2n1. As a reaction SMILES: [CH3:21][CH2:22][O:23][C:24]([CH3:25])=[O:26].[CH3:27][CH2:28][OH:29].[Cl:6][c:7]1[cH:8][cH:9][c:10]2[n:11][cH:12][c:13]([CH3:20])[n:14][c:15]2[c:16]1[N+:17]([O-:18])=[O:19].[OH2:1].[OH2:2].[OH2:30].[Sn:3]([Cl:4])[Cl:5]>>[Cl:6][c:7]1[cH:8][cH:9][c:10]2[n:11][cH:12][c:13]([CH3:20])[n:14][c:15]2[c:16]1[NH2:17]. Starting materials: ClC=1C(=C(C=CC1C#N)N[C@@H](C(=O)NNC(C1=CC=C(C=C1)S(=O)(=O)C)=O)[C@@H](C)O)C (N′-((2R,3R)-2-(3-chloro-4-cyano-2-methylphenyl-amino)-3-hydroxybutanoyl)-4-(methylsulphonyl)benzohydrazide), C(C)(C)(C)N=P1(N(CCCN1C)C)N(CC)CC (2-tert-butylimino-2-diethylamino-1,3-dimethylperhydro-1,3,2-diazaphosphorine), S(=O)(=O)(C1=CC=C(C)C=C1)Cl (tosyl chloride), polystyrene, CCN(CC)P1(=NC(C)(C)C)N(CCCN1C)C (BEMP). The solvent is C1CCOC1 (THF). Run at time 6.5 hour. Yields the product ClC1=C(C#N)C=CC(=C1C)N[C@H]([C@@H](C)O)C=1OC(=NN1)C1=CC=C(C=C1)S(=O)(=O)C (2-chloro-4-((1R,2R)-2-hydroxy-1-(5-(4-(methylsulfonyl)phenyl)-1,3,4-oxadiazol-2-yl)propylamino)-3-methylbenzonitrile). Isolated yield 26.0%. Reaction SMILES: [Cl:1][C:2]1[C:3]([CH3:31])=[C:4]([NH:10][C@H:11]([C@H:28]([OH:30])[CH3:29])[C:12]([NH:14][NH:15][C:16](=O)[C:17]2[CH:22]=[CH:21][C:20]([S:23]([CH3:26])(=[O:25])=[O:24])=[CH:19][CH:18]=2)=[O:13])[CH:5]=[CH:6][C:7]=1[C:8]#[N:9].S(Cl)(C1C=CC(C)=CC=1)(=O)=O.C(N=P1(N(CC)CC)N(C)CCCN1C)(C)(C)C>C1COCC1>[Cl:1][C:2]1[C:3]([CH3:31])=[C:4]([NH:10][C@@H:11]([C:12]2[O:13][C:16]([C:17]3[CH:18]=[CH:19][C:20]([S:23]([CH3:26])(=[O:24])=[O:25])=[CH:21][CH:22]=3)=[N:15][N:14]=2)[C@H:28]([OH:30])[CH3:29])[CH:5]=[CH:6][C:7]=1[C:8]#[N:9]. Procedure: To a 250 mL, round-bottomed flask equipped with a magnetic stir bar and septum was added N′-((2R,3R)-2-(3-chloro-4-cyano-2-methylphenyl-amino)-3-hydroxybutanoyl)-4-(methylsulphonyl)benzohydrazide (855 mg, 1.8 mmol) followed by a addition of anhydrous THF (200 mL) under an atmosphere of nitrogen. To this was then added tosyl chloride (350 mg, 1.8 mmol) followed by addition of polystyrene bound (2-tert-butylimino-2-diethylamino-1,3-dimethylperhydro-1,3,2-diazaphosphorine (PS-BEMP) (2.2 mmol/g load... The reactants are OCC=1C(=C(C(=NC1)C)O)O (5-hydroxymethyl-2-methyl-pyridine-3,4-diol), BrCC1=CC(=CC=C1)C#N (α-bromo-m-tolunitrile), C([O-])([O-])=O.[Cs+].[Cs+] (cesium carbonate). Run in CN(C)C=O (DMF). Product: C(#N)C=1C=C(COC2=C(C(=NC=C2CO)C)OCC=2C=C(C#N)C=CC2)C=CC1 (3-[4-(3-Cyano-benzyloxy)-5-hydroxymethyl-2-methyl-pyridin-3-yloxymethyl]-benzonitrile). Yield: 23.2%. RXN SMILES: [OH:1][CH2:2][C:3]1[C:4]([OH:11])=[C:5](O)[C:6]([CH3:9])=[N:7][CH:8]=1.Br[CH2:13][C:14]1[CH:19]=[CH:18][CH:17]=[C:16]([C:20]#[N:21])[CH:15]=1.[C:22](=[O:25])([O-])[O-].[Cs+].[Cs+]>CN(C=O)C>[C:20]([C:16]1[CH:15]=[C:14]([CH:19]=[CH:18][CH:17]=1)[CH2:13][O:11][C:4]1[C:3]([CH2:2][OH:1])=[CH:8][N:7]=[C:6]([CH3:9])[C:5]=1[O:25][CH2:22][C:14]1[CH:15]=[C:16]([CH:17]=[CH:18][CH:19]=1)[C:20]#[N:21])#[N:21] |f:2.3.4|. Procedure: A mixture of 5-hydroxymethyl-2-methyl-pyridine-3,4-diol (4.0 g, 35.8 mmol), α-bromo-m-tolunitrile (8.8 g, 44.8 mmol) and cesium carbonate (15.6 g, 47.8 mmol) was stirred in DMF (20 mL) for 150 minutes. The reaction mixture was evaporated to dryness, and the crude product purified by column chromatography on silica gel using a gradient of dichloromethane:methyl alcohol (1:0 to 19:1) as eluant to give product 3-[4-(3-cyano-benzyloxy)-5-hydroxymethyl-2-methyl-pyridin-3-yloxymethyl]-benzonitrile (16... Starting materials: [Na] (sodium), C(CN)N (ethylenediamine), Cl (hydrochloric acid), C(=O)(O)C=1C=CC(=NC1)C#N (5-carboxy-2-cyano-pyridine), C[O-].[Na+] (sodium methoxide). Run in CO (methanol), CO (methanol). Reaction SMILES: [Na].[C:2]([C:5]1[CH:6]=[CH:7][C:8]([C:11]#[N:12])=[N:9][CH:10]=1)([OH:4])=[O:3].C[O-].[Na+:15].[CH2:16](N)[CH2:17][NH2:18].Cl>CO>[CH3:2][O-:3].[Na+:15].[C:2]([C:5]1[CH:6]=[CH:7][C:8]([C:11]2[NH:18][CH2:17][CH2:16][N:12]=2)=[N:9][CH:10]=1)([OH:4])=[O:3] |f:2.3,7.8,^1:0|. Yields the product C[O-].[Na+] (sodium methoxide), C(=O)(O)C=1C=CC(=NC1)C=1NCCN1 (5-Carboxy-2-(4,5-dihydro-2-imidazolyl)-pyridine). Conditions: time 15 minute. Procedure: A solution of sodium methoxide is prepared by careful addition of sodium metal (13.6 g, 0.59 mol) to a flask containing methanol (500 ml) which is stirred. A solution of 5-carboxy-2-cyano-pyridine (36.0 g, 0.24 mol) in methanol (200 ml) is added to the sodium methoxide and the mixture heated for 2 h at 50°. After this time, freshly distilled ethylenediamine (28.8 g, 0.48 mol) and concentrated hydrochloric acid (64 ml) is added to the solution, which is then heated to 80° for 2.5 h. The reaction ...